This data is from the Open Reaction Database (ORD), a public repository of structured organic reaction records. The task is: describe an organic reaction: reactants, conditions, products, and yield The reactants are c4ccc(B3OB(c1ccccc1)OB(c2ccccc2)O3)cc4 (effective_coupling_partner), CN(C)C(=O)Oc1cccc2ncccc12 (substrate). Reagents/catalysts: PCy3. Run at temperature 110 celsius, time 16 hour. Yields the product c3ccc(c1cccc2ncccc12)cc3.